Task: describe an organic reaction: reactants, conditions, products, and yield. Dataset: the Open Reaction Database (ORD), a public repository of structured organic reaction records The reactants are ClC1=C(C=CC=C1)C=1C2=C(N=C(N1)S(=O)(=O)C)N(C(C=C2)=O)C(CC)CC (4-(2-chloro-phenyl)-8-(1-ethyl-propyl)-2-methanesulfonyl-8H-pyrido[2,3-d]pyrimidin-7-one), NC(CO)CO (serinol). Product: ClC1=C(C=CC=C1)C=1C2=C(N=C(N1)NC(CO)CO)N(C(C=C2)=O)C(CC)CC (4-(2-chloro-phenyl)-8-(1-ethyl-propyl)-2-(2-hydroxy-1-hydroxymethyl-ethylamino)-8H-pyrido[2,3-d]pyrimidin-7-one). Reaction SMILES: [Cl:1][C:2]1[CH:7]=[CH:6][CH:5]=[CH:4][C:3]=1[C:8]1[C:9]2[CH:21]=[CH:20][C:19](=[O:22])[N:18]([CH:23]([CH2:26][CH3:27])[CH2:24][CH3:25])[C:10]=2[N:11]=[C:12](S(C)(=O)=O)[N:13]=1.[NH2:28][CH:29]([CH2:32][OH:33])[CH2:30][OH:31]>>[Cl:1][C:2]1[CH:7]=[CH:6][CH:5]=[CH:4][C:3]=1[C:8]1[C:9]2[CH:21]=[CH:20][C:19](=[O:22])[N:18]([CH:23]([CH2:26][CH3:27])[CH2:24][CH3:25])[C:10]=2[N:11]=[C:12]([NH:28][CH:29]([CH2:32][OH:33])[CH2:30][OH:31])[N:13]=1. Reported procedure: The product of Example 58, and serinol were reacted by the procedure of Example 60 to afford the title compound 4-(2-chloro-phenyl)-8-(1-ethyl-propyl)-2-(2-hydroxy-1-hydroxymethyl-ethylamino)-8H-pyrido[2,3-d]pyrimidin-7-one. 1H-NMR: δ 0.84 (m, 6H), 1.91 (m, 2H), 2.32 (m, 2H), 3.02 (m, 2H), 3.95 (m, 4H), 4.14 (m, 1H), 5.30 (m, 0.5H), 5.52 (m, 0.5H), 6.28 (br d, 1H, J=9.6), 6.40 (br s, 1H), 7.12 (d, 1H, J=9.6 Hz), 7.30-7.58 (m, 4H). LC MS (m/e)=417 (MH+). Reactants: OC=1C=C2C(=NC1)C1=CC=CC=C1C2=O (3-Hydroxy-indeno[1,2-b]pyridin-5-one), N(=NC(=O)OC(C)(C)C)C(=O)OC(C)(C)C (di-t-butyl azodicarboxylate), C1(=CC=CC=C1)P(C1=CC=CC=C1)C1=CC=CC=C1 (triphenylphosphine), OCCN1C(CCC1)=O (1-(2-hydroxy-ethyl)-2-pyrrolidone). Run in O1CCCC1 (tetrahydrofuran). Reaction conditions: time 1 day. Product: O=C1N(CCC1)CCOC=1C=C2C(=NC1)C1=CC=CC=C1C2=O (3-[2-(2-oxo-pyrrolidin-1-yl)-ethoxy]-indeno[1,2-b]pyridin-5-one). Isolated yield 49.0%. RXN SMILES: [OH:1][C:2]1[CH:3]=[C:4]2[C:14](=[O:15])[C:13]3[C:8](=[CH:9][CH:10]=[CH:11][CH:12]=3)[C:5]2=[N:6][CH:7]=1.N(C(OC(C)(C)C)=O)=NC(OC(C)(C)C)=O.C1(P(C2C=CC=CC=2)C2C=CC=CC=2)C=CC=CC=1.O[CH2:52][CH2:53][N:54]1[CH2:58][CH2:57][CH2:56][C:55]1=[O:59]>O1CCCC1>[O:59]=[C:55]1[CH2:56][CH2:57][CH2:58][N:54]1[CH2:53][CH2:52][O:1][C:2]1[CH:3]=[C:4]2[C:14](=[O:15])[C:13]3[C:8](=[CH:9][CH:10]=[CH:11][CH:12]=3)[C:5]2=[N:6][CH:7]=1. Reported procedure: 3-Hydroxy-indeno[1,2-b]pyridin-5-one (0.0500 g), di-t-butyl azodicarboxylate (0.087 g) and triphenylphosphine (0.10 g) were mixed with tetrahydrofuran (1.0 ml), 1-(2-hydroxy-ethyl)-2-pyrrolidone (0.043 ml) was added thereto, and the mixture was stirred at room temperature for 1 day. The mixture was purified by preparative thin layer chromatography (silica gel, eluent:ethyl acetate/methanol=10/1) to give the title compound (0.0386 g, 49%). Procedure: Benzyl 4-hydroxypiperidine-1-carboxylate (5.0 g, 21.2 mmol) was dissolved in tetrahydrofuran (100 ml), and while cooling with ice, sodium hydride (content 55%) (1.0 g, 22.9 mmol) was added. The resulting mixture was stirred for 30 minutes while cooling with ice, to which 20 mL of a solution of N,N-dimethylethenesulfonamide in tetrahydrofuran (3.0 g, 22.2 mmol) was added dropwise over five minutes. The resulting mixture was stirred for 30 minutes while cooling with ice, and then for three hours a... Reaction SMILES: [OH:1][CH:2]1[CH2:7][CH2:6][N:5]([C:8]([O:10][CH2:11][C:12]2[CH:17]=[CH:16][CH:15]=[CH:14][CH:13]=2)=[O:9])[CH2:4][CH2:3]1.[H-].[Na+].[CH3:20][N:21]([CH3:27])[S:22]([CH:25]=[CH2:26])(=[O:24])=[O:23].O>O1CCCC1>[CH3:20][N:21]([CH3:27])[S:22]([CH2:25][CH2:26][O:1][CH:2]1[CH2:3][CH2:4][N:5]([C:8]([O:10][CH2:11][C:12]2[CH:17]=[CH:16][CH:15]=[CH:14][CH:13]=2)=[O:9])[CH2:6][CH2:7]1)(=[O:24])=[O:23] |f:1.2|. Yield: 62.0%. The solvent is O1CCCC1 (tetrahydrofuran), O1CCCC1 (tetrahydrofuran). The reactants are solution, CN(S(=O)(=O)C=C)C (N,N-dimethylethenesulfonamide), O (water), OC1CCN(CC1)C(=O)OCC1=CC=CC=C1 (Benzyl 4-hydroxypiperidine-1-carboxylate), [H-].[Na+] (sodium hydride). Run at time 30 minute. Yields the product CN(S(=O)(=O)CCOC1CCN(CC1)C(=O)OCC1=CC=CC=C1)C (benzyl 4-{2-[(Dimethylamino)sulfony]ethoxy}piperidine-1-carboxylate). Reactants: C1=CC=CC1 (cyclopentadiene), C(C=C)(=O)OC (methyl acrylate), CCCCCC (n-hexane). Yields the product COC(=O)C1C2C=CC(C1)C2 (2-methoxycarbonyl-5-norbornene). As a reaction SMILES: [CH:1]1[CH2:5][CH:4]=[CH:3][CH:2]=1.[C:6]([O:10][CH3:11])(=[O:9])C=C.[CH3:12][CH2:13]CCCC>>[CH3:11][O:10][C:6]([CH:2]1[CH2:1][CH:5]2[CH2:4][CH:3]1[CH:12]=[CH:13]2)=[O:9]. Reported procedure: In a 1-liter four-necked flask equipped with a Dimorth reflux condenser and a thermometer, 300 ml of cyclopentadiene and 200 ml of n-hexane was placed, and 250 ml of methyl acrylate was added dropwise over one hour while cooled on an ice bath and stirred, and then stirred for a further 30 minutes, to obtain 2-methoxycarbonyl-5-norbornene. Starting materials: CI, CO, Nc1nc2c(ncn2COCCO)c(=S)[nH]1. The product is CSc1nc(N)nc2c1ncn2COCCO. RXN SMILES: [CH3:17][I:18].[CH3:19][OH:20].[OH:1][CH2:2][CH2:3][O:4][CH2:5][n:6]1[c:7]2[n:8][c:9]([NH2:16])[nH:10][c:11](=[S:15])[c:12]2[n:13][cH:14]1>>[OH:1][CH2:2][CH2:3][O:4][CH2:5][n:6]1[c:7]2[n:8][c:9]([NH2:16])[n:10][c:11]([S:15][CH3:17])[c:12]2[n:13][cH:14]1. The reactants are N1=NN=C2N1C1=CC=CC=C1C(=C2)O (Tetrazolo[1,5-a]quinolin-5-ol), [N+](=O)(O)[O-] (nitric acid). Run in C(C)(=O)O (acetic acid). Conditions: temperature 52.5 celsius. Product: [N+](=O)([O-])C=1C=2N(C3=CC=CC=C3C1O)N=NN2 (4-nitro-tetrazolo[1,5-a]quinolin-5-ol). Yield: 76.3%. RXN SMILES: [N:1]1[N:5]2[C:6]3[C:11]([C:12]([OH:14])=[CH:13][C:4]2=[N:3][N:2]=1)=[CH:10][CH:9]=[CH:8][CH:7]=3.[N+:15]([O-])([OH:17])=[O:16]>C(O)(=O)C>[N+:15]([C:13]1[C:4]2[N:5]([N:1]=[N:2][N:3]=2)[C:6]2[C:11]([C:12]=1[OH:14])=[CH:10][CH:9]=[CH:8][CH:7]=2)([O-:17])=[O:16]. Reported procedure: Tetrazolo[1,5-a]quinolin-5-ol (63.25 g, 0.34 mol) was added to glacial acetic acid (630 ml) to form a thick off white suspension. The mixture was vigorously stirred while nitric acid (23.6 ml, 0.37 mol, 70% solution) was slowly added. The reaction was then heated from 25 to 80° C. over a period of 15 minutes. A yellow precipitate formed and the reaction was maintained at 80° C. for 5 minutes. The mixture was slowly cooled to 0° C. The solid was collected by filtration and then dried in vacuo to ...